This data is from the Open Reaction Database (ORD), a public repository of structured organic reaction records. The task is: describe an organic reaction: reactants, conditions, products, and yield Starting materials: C1=C(C=CC=2C3=CC=CC=C3CC12)C=CC(C)=O (4-(2-fluorenyl)-3buten-2-one), cerous chloride, [BH4-].[Na+] (sodium borohydride). The solvent is CO (methanol). The product is C1=C(C=CC=2C3=CC=CC=C3CC12)C=CC(C)O (4-(2-fluorenyl)-3-buten-2-ol). Yield: 77.3%. As a reaction SMILES: [CH:1]1[C:13]2[CH2:12][C:11]3[C:6](=[CH:7][CH:8]=[CH:9][CH:10]=3)[C:5]=2[CH:4]=[CH:3][C:2]=1[CH:14]=[CH:15][C:16](=[O:18])[CH3:17].[BH4-].[Na+]>CO>[CH:1]1[C:13]2[CH2:12][C:11]3[C:6](=[CH:7][CH:8]=[CH:9][CH:10]=3)[C:5]=2[CH:4]=[CH:3][C:2]=1[CH:14]=[CH:15][CH:16]([OH:18])[CH3:17] |f:1.2|. Reported procedure: To 200 ml of methanol was added 9.36 grams of 4-(2-fluorenyl)-3buten-2-one, then 14.9 grams of cerous chloride (heptahydrate) was added, and 1.52 grams of sodium borohydride was added thereto little by little with ice-cooling and stirring. After being stirred for 45 minutes, methanol was removed therefrom by evaporation, water was added to the residue, and extracted with chloroform. The extract was washed with water, dehydrated with magnesium sulfate, and chloroform was evaporated therefrom. The... Reactants: COc1ccc(P2(=S)SP(=S)(c3ccc(OC)cc3)S2)cc1, Cc1ccccc1, ClC(Cl)Cl, Cc1ccc(OCc2cccc(OCc3ccc4ccccc4n3)c2)c2c1NC(=O)C2(C)C. The product is Cc1ccc(OCc2cccc(OCc3ccc4ccccc4n3)c2)c2c1NC(=S)C2(C)C. RXN SMILES: [CH3:34][O:35][c:36]1[cH:37][cH:38][c:39]([P:40]2(=[S:43])[S:41][P:42]([c:44]3[cH:45][cH:46][c:47]([O:48][CH3:49])[cH:50][cH:51]3)(=[S:52])[S:53]2)[cH:54][cH:55]1.[CH3:56][c:57]1[cH:58][cH:59][cH:60][cH:61][cH:62]1.[Cl:63][CH:64]([Cl:65])[Cl:66].[n:1]1[c:2]([CH2:11][O:12][c:13]2[cH:14][c:15]([CH2:16][O:17][c:18]3[c:19]4[c:23]([c:24]([CH3:27])[cH:25][cH:26]3)[NH:22][C:21](=[O:28])[C:20]4([CH3:29])[CH3:30])[cH:31][cH:32][cH:33]2)[cH:3][cH:4][c:5]2[cH:6][cH:7][cH:8][cH:9][c:10]12>>[n:1]1[c:2]([CH2:11][O:12][c:13]2[cH:14][c:15]([CH2:16][O:17][c:18]3[c:19]4[c:23]([c:24]([CH3:27])[cH:25][cH:26]3)[NH:22][C:21](=[S:43])[C:20]4([CH3:29])[CH3:30])[cH:31][cH:32][cH:33]2)[cH:3][cH:4][c:5]2[cH:6][cH:7][cH:8][cH:9][c:10]12. Reactants: [Li+].CC(C)[N-]C(C)C (LDA), ClCOCC1=CC=CC=C1 (benzyl chlormethyl ether), C(C)C1=CC=CC=C1 (ethylbenzene), C(C)OC(=O)C1CCN(CC1)C(=O)OC(C)(C)C (piperidine-1,4-dicarboxylic acid 1-tert-butyl ester 4-ethyl ester). Run in C1CCOC1 (THF), C1CCOC1 (THF). Reaction conditions: time 2 hour. Product: C(C)OC(=O)C1(CCN(CC1)C(=O)OC(C)(C)C)COCC1=CC=CC=C1 (4-Benzyloxymethyl-piperidine-1,4-dicarboxylic acid 1-tert-butyl ester 4-ethyl ester). Yield: 78.9%. Reaction SMILES: [Li+].CC([N-]C(C)C)C.C(C1C=CC=CC=1)C.[CH2:17]([O:19][C:20]([CH:22]1[CH2:27][CH2:26][N:25]([C:28]([O:30][C:31]([CH3:34])([CH3:33])[CH3:32])=[O:29])[CH2:24][CH2:23]1)=[O:21])[CH3:18].Cl[CH2:36][O:37][CH2:38][C:39]1[CH:44]=[CH:43][CH:42]=[CH:41][CH:40]=1>C1COCC1>[CH2:17]([O:19][C:20]([C:22]1([CH2:36][O:37][CH2:38][C:39]2[CH:44]=[CH:43][CH:42]=[CH:41][CH:40]=2)[CH2:27][CH2:26][N:25]([C:28]([O:30][C:31]([CH3:33])([CH3:32])[CH3:34])=[O:29])[CH2:24][CH2:23]1)=[O:21])[CH3:18] |f:0.1|. Reported procedure: To a pre-cooled THF solution under an argon atmosphere was added at −5° C. LDA (2 M, in THF/hepatane/ethylbenzene, 17.5 ml) and then dropwise a solution of piperidine-1,4-dicarboxylic acid 1-tert-butyl ester 4-ethyl ester (5 g) in THF, keeping the temperature at about −7° C. The mixture was stirred 2 hours between −10 and −5° C. then treated slowly and dropwise with benzyl chlormethyl ether (5.47 g) at −5° C. The mixture was stirred 1 hour at 0° C. and 48 h at RT. The solvent was evaporated off,... Starting materials: COc1ccc(P2(=S)SP(=S)(c3ccc(OC)cc3)S2)cc1, Cc1ccccc1, O=C(Nc1ccc(F)cc1F)c1ccccn1. The product is Fc1ccc(NC(=S)c2ccccn2)c(F)c1. As a reaction SMILES: [CH3:1][O:2][c:3]1[cH:4][cH:5][c:6]([P:7]2(=[S:10])[S:8][P:9]([c:11]3[cH:12][cH:13][c:14]([O:15][CH3:16])[cH:17][cH:18]3)(=[S:19])[S:20]2)[cH:21][cH:22]1.[CH3:40][c:41]1[cH:42][cH:43][cH:44][cH:45][cH:46]1.[F:23][c:24]1[c:25]([NH:31][C:32](=[O:33])[c:34]2[n:35][cH:36][cH:37][cH:38][cH:39]2)[cH:26][cH:27][c:28]([F:30])[cH:29]1>>[S:10]=[C:32]([NH:31][c:25]1[c:24]([F:23])[cH:29][c:28]([F:30])[cH:27][cH:26]1)[c:34]1[n:35][cH:36][cH:37][cH:38][cH:39]1. Starting materials: COc1ccc(OCCCCl)cc1OC, COc1cc2c(cc1OC)C(=O)N(CC1CCCNC1)CC2. The product is Cl, COc1ccc(OCCCN2CCCC(CN3CCc4cc(OC)c(OC)cc4C3=O)C2)cc1OC. As a reaction SMILES: [Cl:23][CH2:24][CH2:25][CH2:26][O:27][c:28]1[cH:29][c:30]([O:36][CH3:37])[c:31]([O:34][CH3:35])[cH:32][cH:33]1.[NH:1]1[CH2:2][CH:3]([CH2:7][N:8]2[C:9](=[O:22])[c:10]3[cH:11][c:12]([O:20][CH3:21])[c:13]([O:18][CH3:19])[cH:14][c:15]3[CH2:16][CH2:17]2)[CH2:4][CH2:5][CH2:6]1>>[ClH:23].[N:1]1([CH2:24][CH2:25][CH2:26][O:27][c:28]2[cH:29][c:30]([O:36][CH3:37])[c:31]([O:34][CH3:35])[cH:32][cH:33]2)[CH2:2][CH:3]([CH2:7][N:8]2[C:9](=[O:22])[c:10]3[cH:11][c:12]([O:20][CH3:21])[c:13]([O:18][CH3:19])[cH:14][c:15]3[CH2:16][CH2:17]2)[CH2:4][CH2:5][CH2:6]1.